Dataset: the Open Reaction Database (ORD), a public repository of structured organic reaction records. Task: describe an organic reaction: reactants, conditions, products, and yield Starting materials: C1=CC=CC=C1 (benzene), butenes, C=CCC (n-butene). Yields the product C(CCC)C1=CC=CC=C1 (butylbenzene), C(C)(CC)C1=CC=CC=C1 (sec-butylbenzene). Reaction SMILES: [CH2:1]=[CH:2][CH2:3][CH3:4].[CH:5]1[CH:10]=[CH:9][CH:8]=[CH:7][CH:6]=1>>[CH2:1]([C:5]1[CH:10]=[CH:9][CH:8]=[CH:7][CH:6]=1)[CH2:2][CH2:3][CH3:4].[CH:2]([C:5]1[CH:10]=[CH:9][CH:8]=[CH:7][CH:6]=1)([CH2:3][CH3:4])[CH3:1]. Procedure details: When benzene is alkylated with butenes, e.g., n-butene, to produce butylbenzene, e.g., sec-butylbenzene, the reaction may also take place under liquid phase conditions including a temperature of up to about 250° C., preferably up to about 150° C., e.g., from about 10° C. to about 125° C.; a pressure of about 25000 kPa-a or less, e.g., from about 100 to about 3000 kPa-a; a weight hourly space velocity (WHSV) based on butenes alkylating agent of from about 0.1 hr−1 to about 250 hr−1, preferably fr...